This data is from the Open Reaction Database (ORD), a public repository of structured organic reaction records. The task is: describe an organic reaction: reactants, conditions, products, and yield The reactants are CC=1C=CC=2NC(NC(C2N1)=O)=O (6-methylpyrido[3,2-d]pyrimidine-2,4(1H,3H)-dione), C(C)(=O)O (acetic acid). Run at temperature 100 celsius, time 8 hour. Yields the product C(C)(=O)OCC=1C=CC=2NC(NC(C2N1)=O)=O ((2,4-dioxo-1,2,3,4-tetrahydropyrido[3,2-d]pyrimidin-6-yl)methyl acetate). As a reaction SMILES: [CH3:1][C:2]1[CH:3]=[CH:4][C:5]2[NH:6][C:7](=[O:13])[NH:8][C:9](=[O:12])[C:10]=2[N:11]=1.[C:14]([OH:17])(=[O:16])[CH3:15]>>[C:14]([O:17][CH2:1][C:2]1[CH:3]=[CH:4][C:5]2[NH:6][C:7](=[O:13])[NH:8][C:9](=[O:12])[C:10]=2[N:11]=1)(=[O:16])[CH3:15]. Procedure details: Into a 5000-mL 4-necked round-bottom flask was placed a solution of 6-methylpyrido[3,2-d]pyrimidine-2,4(1H,3H)-dione 2 (120 g, 677.97 mmol, 1.00 equiv) in acetic acid (2400 mL). This was followed by the addition of m-CBPA (608 g, 3.51 mol, 5.18 equiv) in several batches. The resulting solution was stirred overnight at 100° C. The resulting mixture was cooled and concentrated under vacuum. The residue was washed with 2×1500 mL of ether and 2×500 mL of DCM, then it was dissolved in HOAc (1200 mL) ... Reactants: NC1=CC=C(C=C1)C=1CCC(NN1)=O (6-(p-aminophenyl)-4,5-dihydro-3(2H)-pyridazinone), C1(CC1)C(=O)Cl (cyclopropanecarboxylic acid chloride). Isolated yield 61.3%. The solvent is C1(=CC=CC=C1)C (toluene). Yields the product C1(CC1)C(=O)NC1=CC=C(C=C1)C=1CCC(NN1)=O (6-(p-cyclopropylcarbonylaminophenyl)-4,5-dihydro-3(2H)-pyridazinone). RXN SMILES: [NH2:1][C:2]1[CH:7]=[CH:6][C:5]([C:8]2[CH2:9][CH2:10][C:11](=[O:14])[NH:12][N:13]=2)=[CH:4][CH:3]=1.[CH:15]1([C:18](Cl)=[O:19])[CH2:17][CH2:16]1>C1(C)C=CC=CC=1>[CH:15]1([C:18]([NH:1][C:2]2[CH:7]=[CH:6][C:5]([C:8]3[CH2:9][CH2:10][C:11](=[O:14])[NH:12][N:13]=3)=[CH:4][CH:3]=2)=[O:19])[CH2:17][CH2:16]1. Reported procedure: 6.0 g (31.7 millimoles) of 6-(p-aminophenyl)-4,5-dihydro-3(2H)-pyridazinone and 4.0 g (38.3 millimoles) of cyclopropanecarboxylic acid chloride in 100 ml of absolute toluene are kept for 6 hours at 80° C. The product is filtered off at 10° C., washed first with toluene and then with water, and recrystallized from dimethylformamide/water. 5.0 g (61% of theory) of 6-(p-cyclopropylcarbonylaminophenyl)-4,5-dihydro-3(2H)-pyridazinone are obtained as colorless crystals, of melting point 272°-273° C. The product is Cl, Cn1cc(CN2CCN(c3nccnc3-c3ccc(CO)cc3)CC2)cn1. As a reaction SMILES: [C:29]([O:30][BH-:31]([O:32][C:33](=[O:34])[CH3:35])[O:36][C:37](=[O:38])[CH3:39])(=[O:40])[CH3:41].[C:49](=[O:50])([OH:51])[O-:52].[CH3:21][n:22]1[n:23][cH:24][c:25]([CH:27]=[O:28])[cH:26]1.[CH3:54][OH:55].[CH3:56][C:57](=[O:58])[OH:59].[Cl-:43].[Cl:45][CH:46]([Cl:47])[CH3:48].[N:1]1([c:7]2[n:8][cH:9][cH:10][n:11][c:12]2-[c:13]2[cH:14][cH:15][c:16]([CH2:19][OH:20])[cH:17][cH:18]2)[CH2:2][CH2:3][NH:4][CH2:5][CH2:6]1.[NH4+:44].[Na+:42].[Na+:53]>>[ClH:43].[N:1]1([c:7]2[n:8][cH:9][cH:10][n:11][c:12]2-[c:13]2[cH:14][cH:15][c:16]([CH2:19][OH:20])[cH:17][cH:18]2)[CH2:2][CH2:3][N:4]([CH2:27][c:25]2[cH:24][n:23][n:22]([CH3:21])[cH:26]2)[CH2:5][CH2:6]1. The reactants are CC(=O)O[BH-](OC(C)=O)OC(C)=O, O=C([O-])O, Cn1cc(C=O)cn1, CO, CC(=O)O, [Cl-], CC(Cl)Cl, OCc1ccc(-c2nccnc2N2CCNCC2)cc1, [NH4+], [Na+], [Na+]. Starting materials: [Br-], O=CCCc1cccc(Br)c1, C1CCOC1, C[P+](c1ccccc1)(c1ccccc1)c1ccccc1, [Li]CCCC. Product: C=CCCc1cccc(Br)c1. RXN SMILES: [Br-:17].[Br:6][c:7]1[cH:8][c:9]([CH2:13][CH2:14][CH:15]=[O:16])[cH:10][cH:11][cH:12]1.[CH2:38]1[O:39][CH2:40][CH2:41][CH2:42]1.[CH3:18][P+:19]([c:20]1[cH:21][cH:22][cH:23][cH:24][cH:25]1)([c:26]1[cH:27][cH:28][cH:29][cH:30][cH:31]1)[c:32]1[cH:33][cH:34][cH:35][cH:36][cH:37]1.[CH3:1][CH2:2][CH2:3][CH2:4][Li:5]>>[CH2:1]=[CH:15][CH2:14][CH2:13][c:9]1[cH:8][c:7]([Br:6])[cH:12][cH:11][cH:10]1. Starting materials: COC1=C(C(=CC(=C1)COC)OC)C=1N2C(SC1)=C(C(=N2)OC)N(C2CCOCC2)CCC (3-[2,6-dimethoxy-4-(methoxymethyl)phenyl]-6-methoxy-N-propyl-N-(tetrahydro-2H-pyran-4-yl)pyrazolo[5,1-b][1,3]thiazole-7-amine), C(C)(=O)OCC (ethyl acetate), Cl (hydrochloric acid). Solvent: C(C)OCC (diethyl ether). Conditions: time 1.5 hour. The product is Cl.COC1=C(C(=CC(=C1)COC)OC)C=1N2C(SC1)=C(C(=N2)OC)N(C2CCOCC2)CCC (3-[2,6-Dimethoxy-4-(methoxymethyl)phenyl]-6-methoxy-N-propyl-N-(tetrahydro-2H-pyran-4-yl)pyrazolo[5,1-b][1,3]thiazole-7-amine hydrochloride). As a reaction SMILES: [CH3:1][O:2][C:3]1[CH:8]=[C:7]([CH2:9][O:10][CH3:11])[CH:6]=[C:5]([O:12][CH3:13])[C:4]=1[C:14]1[N:15]2[N:21]=[C:20]([O:22][CH3:23])[C:19]([N:24]([CH2:31][CH2:32][CH3:33])[CH:25]3[CH2:30][CH2:29][O:28][CH2:27][CH2:26]3)=[C:16]2[S:17][CH:18]=1.C(OCC)(=O)C.[ClH:40]>C(OCC)C>[ClH:40].[CH3:13][O:12][C:5]1[CH:6]=[C:7]([CH2:9][O:10][CH3:11])[CH:8]=[C:3]([O:2][CH3:1])[C:4]=1[C:14]1[N:15]2[N:21]=[C:20]([O:22][CH3:23])[C:19]([N:24]([CH2:31][CH2:32][CH3:33])[CH:25]3[CH2:30][CH2:29][O:28][CH2:27][CH2:26]3)=[C:16]2[S:17][CH:18]=1 |f:4.5|. Reported procedure: To a mixture of 3-[2,6-dimethoxy-4-(methoxymethyl)phenyl]-6-methoxy-N-propyl-N-(tetrahydro-2H-pyran-4-yl)pyrazolo[5,1-b][1,3]thiazole-7-amine (6.98 mg) and ethyl acetate (0.5 mL) was added hydrochloric acid in diethyl ether (1M, 14.7 μL). The mixture was stirred at room temperature for 1.5 hours and the solvent was removed by blowing nitrogen stream and dried to obtain the title compound (7.84 mg). The reactants are NC1=CC(=C(C=C1)S(=O)(=O)NC=1C=CC2=C(B(OC2)O)C1)CN (4-amino-2-(aminomethyl)-N-(1-hydroxy-1,3-dihydrobenzo[c][1,2]oxaborol-6-yl)benzenesulfonamide), C(Cl)Cl (DCM), C(C)(=O)OC(C)=O (acetic anhydride). Run in N1=CC=CC=C1 (pyridine). Run at time 8 hour. The product is A-H2O, NC=1C=CC(=C(CNC(C)=O)C1)S(NC=1C=CC2=C(B(OC2)O)C1)(=O)=O (N-(5-amino-2-(N-(1-hydroxy-1,3-dihydrobenzo[c][1,2]oxaborol-6-yl)sulfamoyl)benzyl)acetamide). The yield is 40.2%. Reaction SMILES: [NH2:1][C:2]1[CH:7]=[CH:6][C:5]([S:8]([NH:11][C:12]2[CH:13]=[CH:14][C:15]3[CH2:19][O:18][B:17]([OH:20])[C:16]=3[CH:21]=2)(=[O:10])=[O:9])=[C:4]([CH2:22][NH2:23])[CH:3]=1.C(Cl)Cl.[C:27](OC(=O)C)(=[O:29])[CH3:28]>N1C=CC=CC=1>[NH2:1][C:2]1[CH:7]=[CH:6][C:5]([S:8](=[O:9])(=[O:10])[NH:11][C:12]2[CH:13]=[CH:14][C:15]3[CH2:19][O:18][B:17]([OH:20])[C:16]=3[CH:21]=2)=[C:4]([CH:3]=1)[CH2:22][NH:23][C:27](=[O:29])[CH3:28]. Procedure: A solution of 4-amino-2-(aminomethyl)-N-(1-hydroxy-1,3-dihydrobenzo[c][1,2]oxaborol-6-yl)benzenesulfonamide (500 mg, 1.5 mmol) in pyridine (15 ml) was stirred at room temperature for 30 mins. DCM (40 ml) and acetic anhydride (168 mg, 1.65 mmol) was then added to the mixture. And it was stirred at room temperature for overnight. The mixture was concentrated in vacuo and the residue was purified by prep. HPLC (column: Luna 300×50.0 mm, 10 u; liquid phase: [A-H2O+0.025% TFA; B-MeCN] B %: 10%-30%, 2... The reactants are CS(=O)(=O)N1CCNCC1, O=C(OC(Cl)(Cl)Cl)OC(Cl)(Cl)Cl, ClCCl, c1ccncc1. Product: CS(=O)(=O)N1CCN(C(=O)Cl)CC1. As a reaction SMILES: [CH3:13][S:14](=[O:15])(=[O:16])[N:17]1[CH2:18][CH2:19][NH:20][CH2:21][CH2:22]1.[Cl:1][C:2]([Cl:3])([O:4][C:5](=[O:6])[O:7][C:8]([Cl:9])([Cl:10])[Cl:11])[Cl:12].[Cl:29][CH2:30][Cl:31].[cH:23]1[cH:24][cH:25][n:26][cH:27][cH:28]1>>[Cl:1][C:2](=[O:4])[N:20]1[CH2:19][CH2:18][N:17]([S:14]([CH3:13])(=[O:15])=[O:16])[CH2:22][CH2:21]1. Starting materials: FC(C(=O)NC1=CC=C(C=C1)CC1=CC=NC=C1)(F)F (2,2,2-Trifluoro-N-(4-(pyridin-4-ylmethyl)phenyl)acetamide), stainless steel. Reagents/catalysts: [Pt](=O)=O (platinum(IV) oxide). The solvent is C(C)(=O)O (acetic acid). Conditions: time 16 hour. The product is FC(C(=O)NC1=CC=C(C=C1)CC1CCNCC1)(F)F (2,2,2-trifluoro-N-(4-(piperidin-4-ylmethyl)phenyl)acetamide). Reaction SMILES: [F:1][C:2]([F:20])([F:19])[C:3]([NH:5][C:6]1[CH:11]=[CH:10][C:9]([CH2:12][C:13]2[CH:18]=[CH:17][N:16]=[CH:15][CH:14]=2)=[CH:8][CH:7]=1)=[O:4]>[Pt](=O)=O.C(O)(=O)C>[F:20][C:2]([F:1])([F:19])[C:3]([NH:5][C:6]1[CH:7]=[CH:8][C:9]([CH2:12][CH:13]2[CH2:14][CH2:15][NH:16][CH2:17][CH2:18]2)=[CH:10][CH:11]=1)=[O:4]. Procedure: 2,2,2-Trifluoro-N-(4-(pyridin-4-ylmethyl)phenyl)acetamide (28.5 g, 102 mmol) and acetic acid (205 ml) were added to platinum(IV) oxide (3.42 g, 15.06 mmol) in a 500 mL stainless steel pressure bottle and the mixture was stirred for 16 hours at 40 psi. The mixture was filtered through a nylon membrane and concentrated in vacuo; and the resulting residue was taken up in methanol (100 mL) and poured into diethyl ether (600 mL). The precipitate was filtered, washed with ether and dried with sodium s... The reactants are [H-].[Na+] (Sodium hydride), ClC1=CC=C(C(=N1)C)CO ((6-Chloro-2-methylpyridin-3-yl)methanol), BrCC(=O)OCC (Ethyl bromoacetate). Solvent: O1CCCC1 (tetrahydrofuran), O (water). Reaction conditions: temperature 0 celsius, time 30 minute. Product: C(C)OC(COCC=1C(=NC(=CC1)Cl)C)=O (Ethyl[(6-chloro-2-methylpyridin-3-yl)methoxy]acetate). Reaction SMILES: [H-].[Na+].[Cl:3][C:4]1[N:9]=[C:8]([CH3:10])[C:7]([CH2:11][OH:12])=[CH:6][CH:5]=1.Br[CH2:14][C:15]([O:17][CH2:18][CH3:19])=[O:16]>O1CCCC1.O>[CH2:18]([O:17][C:15](=[O:16])[CH2:14][O:12][CH2:11][C:7]1[C:8]([CH3:10])=[N:9][C:4]([Cl:3])=[CH:5][CH:6]=1)[CH3:19] |f:0.1|. Procedure details: Sodium hydride (266 mg of 60%, 6.66 mol) was suspended in tetrahydrofuran (14.8 mL) and cooled to 0° C. (6-Chloro-2-methylpyridin-3-yl)methanol (Example 421 Step 1) (350 mg, 2.22 mmol) was added and the mixture was stirred for 30 minutes at 0° C. Ethyl bromoacetate (0.25 mL, 2.22 mmol) was added and the solution was heated to 50° C. for 4 hours. The reaction mixture was then cooled to ambient temperature, diluted with water, and extracted with ethyl acetate. The aqueous layer was acidified with ... Starting materials: diacid, fatty acid, C(C)(=O)OC(C)=O (acetic anhydride), Acetate anhydrides, C(CCCCCCC\C=C/CCCCCCCC)(=O)O (oleic acid), C(CCCCCCC\C=C/C\C=C/CCCCC)(=O)O (linoleic acid), fatty acid, C(C)(=O)OC(C)=O (acetic anhydride), diacids, C(C)(=O)OC(C)=O (acetic anhydride). The product is C(CCCCCCCCC(=O)O)(=O)O (sebacic acid). RXN SMILES: [C:1]([OH:20])(=[O:19])[CH2:2][CH2:3][CH2:4][CH2:5][CH2:6][CH2:7][CH2:8]/C=C\CCCCCCCC.C(O)(=O)CCCCCCC/C=C\C/C=C\CCCCC.C([O:44][C:45](=[O:47])[CH3:46])(=O)C>>[C:45]([OH:44])(=[O:47])[CH2:46][CH2:8][CH2:7][CH2:6][CH2:5][CH2:4][CH2:3][CH2:2][C:1]([OH:20])=[O:19]. Procedure: The prepolymer of sebacic acid (SA) was prepared from the purified diacid monomer by refluxing in excess acetic anhydride for 30 minutes and evaporating the solvent to dryness. The hot clear viscous residue was dissolved in an equal volume of dichloromethane and precipitated in a mixture of ether/petroleum ether (1:1 v/v). The white precipitate was collected by filtration and dried by vacuum at room temperature. Acetyl terminated fatty acid anhydrides were prepared by dissolving the acids in ace...